Dataset: the Open Reaction Database (ORD), a public repository of structured organic reaction records. Task: describe an organic reaction: reactants, conditions, products, and yield The reactants are S1CCCC1 (tetrahydrothiophene), C(C=C(C)C)Br (prenyl bromide). Run at time 22 hour. Product: [Br-].CC(=CC[S+]1CCCC1)C (1-(3-methyl-but-2-enyl)-tetrahydrothiophenium bromide). As a reaction SMILES: [S:1]1[CH2:5][CH2:4][CH2:3][CH2:2]1.[CH2:6]([Br:11])[CH:7]=[C:8]([CH3:10])[CH3:9]>>[Br-:11].[CH3:9][C:8]([CH3:10])=[CH:7][CH2:6][S+:1]1[CH2:5][CH2:4][CH2:3][CH2:2]1 |f:2.3|. Procedure: To a solution of prenyl bromide (2.9 g in 10 mL dry tetrahydrofuran) at 0° C. was added 1.8 mL tetrahydrothiophene and the mixture allowed to warm to room temperature. After 22 hours, the mixture was concentrated in vacuo and the remaining starting materials removed by azeotrope with toluene to give the crude title compound as a white solid (2.2 g). The product is C1=CC=CC=2OCC3C(C21)(CCCC3)C(=O)O (6,6a,7,8,9,10-Hexahydro-10aH-dibenz[b,d]pyran-10a-carboxylic acid). Reported procedure: A solution of the compound from Example 69 (4.9 g, 18.6 mmol) and potassium trimethylsilanolate (4.5 g) in 75 ml THF was refluxed for 23 hours. Workup as previously described gave the title compound as a white solid (4.25 g). RXN SMILES: [CH:1]1[C:10]2[C:9]3([C:15]([O:17]CC)=[O:16])[CH2:11][CH2:12][CH2:13][CH2:14][CH:8]3[CH2:7][O:6][C:5]=2[CH:4]=[CH:3][CH:2]=1.C[Si](C)(C)[O-].[K+]>C1COCC1>[CH:1]1[C:10]2[C:9]3([C:15]([OH:17])=[O:16])[CH2:11][CH2:12][CH2:13][CH2:14][CH:8]3[CH2:7][O:6][C:5]=2[CH:4]=[CH:3][CH:2]=1 |f:1.2|. The yield is 98.4%. The solvent is C1CCOC1 (THF). The reactants are C1=CC=CC=2OCC3C(C21)(CCCC3)C(=O)OCC (Ethyl 6,6a,7,8,9,10-hexahydro-10aH-dibenzo[b,d]pyran-10a-carboxylate), C[Si]([O-])(C)C.[K+] (potassium trimethylsilanolate). Reactants: IC=1C(NC(N([C@H]2[C@@H]([C@H](O)[C@@H](CO)O2)N=[N+]=[N-])C1)=O)=O (5-iodo,2'-azido,2'-deoxyuridine), C1(=CC=CC=C1)P(C1=CC=CC=C1)C1=CC=CC=C1 (triphenylphosphine). Run in O1CCOCC1 (dioxane). Conditions: time 1 hour. Product: IC=1C(NC(N([C@H]2[C@@H]([C@H](O)[C@@H](CO)O2)N)C1)=O)=O (5-iodo,2'-amino,2'-deoxyuridine). Yield: 77.8%. RXN SMILES: [I:1][C:2]1[C:3](=[O:20])[NH:4][C:5](=[O:19])[N:6]([CH:18]=1)[C@@H:7]1[O:14][C@H:11]([CH2:12][OH:13])[C@@H:9]([OH:10])[C@H:8]1[N:15]=[N+]=[N-].C1(P(C2C=CC=CC=2)C2C=CC=CC=2)C=CC=CC=1>O1CCOCC1>[I:1][C:2]1[C:3](=[O:20])[NH:4][C:5](=[O:19])[N:6]([CH:18]=1)[C@@H:7]1[O:14][C@H:11]([CH2:12][OH:13])[C@@H:9]([OH:10])[C@H:8]1[NH2:15]. Procedure: To a solution of 5-iodo,2'-azido,2'-deoxyuridine (2.48 g, 6.3 mmoles) in dioxane (33 ml) is added triphenylphosphine (5.8 g, 22 mmoles, 3.5 eq.) and the mixture is stirred at room temperature for 1 h, during which time a white precipitate forms. The precipitate is collected and washed three times with diethyl ether (3×50 ml). The filtrate is evaporated to dryness, taken up in a minimum amount of dioxane, and stored at -20° C. for 48 h. The precipitate is collected and washed with diethyl ether. ... The reactants are [Br-], Fc1ccccc1Br, Cc1ccc([Mg+])cc1. The product is Cc1ccc(-c2ccccc2F)cc1. As a reaction SMILES: [Br-:9].[Br:1][c:2]1[c:3]([F:8])[cH:4][cH:5][cH:6][cH:7]1.[c:10]1([CH3:17])[cH:11][cH:12][c:13]([Mg+:16])[cH:14][cH:15]1>>[c:2]1(-[c:13]2[cH:12][cH:11][c:10]([CH3:17])[cH:15][cH:14]2)[c:3]([F:8])[cH:4][cH:5][cH:6][cH:7]1. The reactants are ClC1=C(C(=O)N=C=O)C=CC=C1 (2-chlorobenzoyl isocyanate), FC(OC1=CC=C(C=C1)NSC1=C(C=C(C=C1)[N+](=O)[O-])[N+](=O)[O-])(F)F (N-[4-(trifluoromethoxy)phenyl]-2,4-dinitrobenzenesulphenamide). Solvent: C1(=CC=CC=C1)C (toluene), same solvent. Reaction conditions: temperature -5 celsius, time 6 day. Product: ClC1=C(C(=O)NC(=O)N(SC2=C(C=C(C=C2)[N+](=O)[O-])[N+](=O)[O-])C2=CC=C(C=C2)OC(F)(F)F)C=CC=C1 (2-Chloro-N-[[[4-(trifluoromethoxy)phenyl]-N-[(2,4-dinitrophenyl)thio]amino]carbonyl]benzamide). As a reaction SMILES: [Cl:1][C:2]1[CH:12]=[CH:11][CH:10]=[CH:9][C:3]=1[C:4]([N:6]=[C:7]=[O:8])=[O:5].[F:13][C:14]([F:37])([F:36])[O:15][C:16]1[CH:21]=[CH:20][C:19]([NH:22][S:23][C:24]2[CH:29]=[CH:28][C:27]([N+:30]([O-:32])=[O:31])=[CH:26][C:25]=2[N+:33]([O-:35])=[O:34])=[CH:18][CH:17]=1>C1(C)C=CC=CC=1>[Cl:1][C:2]1[CH:12]=[CH:11][CH:10]=[CH:9][C:3]=1[C:4]([NH:6][C:7]([N:22]([C:19]1[CH:18]=[CH:17][C:16]([O:15][C:14]([F:13])([F:36])[F:37])=[CH:21][CH:20]=1)[S:23][C:24]1[CH:29]=[CH:28][C:27]([N+:30]([O-:32])=[O:31])=[CH:26][C:25]=1[N+:33]([O-:35])=[O:34])=[O:8])=[O:5]. Procedure: A solution of 3.6 g of 2-chlorobenzoyl isocyanate in 20 ml of dry toluene was added to a stirred solution of 3.75 g of N-[4-(trifluoromethoxy)phenyl]-2,4-dinitrobenzenesulphenamide in 30 ml of the same solvent at room temperature. After 6 days, the reaction mixture was cooled to -5° C. and filtered, washed with cold toluene and with cold light petroleum (b.p. 40°-60° C.) to give 2, as pale yellow crystals, m.p.: 184°-186° C. (with decomposition). The reactants are Cc1ccnc(-n2cc(C#N)ccc2=O)c1, COc1cc(C=C(C)C)cc2c1OC(C)(C)C2, Cc1ccccc1, N, O=S(=O)(O)O. Yields the product COc1cc2c(c3c1OC(C)(C)C3)C(c1ccc(=O)n(-c3cc(C)ccn3)c1)=NC(C)(C)C2. As a reaction SMILES: [CH3:1][c:2]1[cH:3][c:4](-[n:8]2[cH:9][c:10]([C:15]#[N:16])[cH:11][cH:12][c:13]2=[O:14])[n:5][cH:6][cH:7]1.[CH3:22][O:23][c:24]1[cH:25][c:26]([CH:35]=[C:36]([CH3:37])[CH3:38])[cH:27][c:28]2[c:32]1[O:31][C:30]([CH3:33])([CH3:34])[CH2:29]2.[CH3:40][c:41]1[cH:42][cH:43][cH:44][cH:45][cH:46]1.[NH3:39].[S:17](=[O:18])(=[O:19])([OH:20])[OH:21]>>[CH3:1][c:2]1[cH:3][c:4](-[n:8]2[cH:9][c:10]([C:15]3=[N:16][C:36]([CH3:37])([CH3:38])[CH2:35][c:26]4[cH:25][c:24]([O:23][CH3:22])[c:32]5[c:28]([c:27]43)[CH2:29][C:30]([CH3:33])([CH3:34])[O:31]5)[cH:11][cH:12][c:13]2=[O:14])[n:5][cH:6][cH:7]1. Starting materials: C(C)OC(=O)C1=NC(=NS1)C1=CC=C(C=C1)OC(F)(F)F (3-(4-trifluoromethoxyphenyl)-[1,2,4]thiadiazole-5-carboxylic acid ethyl ester), [BH4-].[Na+] (sodium borohydride). Run in CO (MeOH). Conditions: time 2 hour. Yields the product FC(OC1=CC=C(C=C1)C1=NSC(=N1)CO)(F)F ([3-(4-Trifluoromethoxyphenyl)-[1,2,4]thiadiazol-5-yl]-methanol). The yield is 103.4%. RXN SMILES: C([O:3][C:4]([C:6]1[S:10][N:9]=[C:8]([C:11]2[CH:16]=[CH:15][C:14]([O:17][C:18]([F:21])([F:20])[F:19])=[CH:13][CH:12]=2)[N:7]=1)=O)C.[BH4-].[Na+]>CO>[F:21][C:18]([F:19])([F:20])[O:17][C:14]1[CH:13]=[CH:12][C:11]([C:8]2[N:7]=[C:6]([CH2:4][OH:3])[S:10][N:9]=2)=[CH:16][CH:15]=1 |f:1.2|. Reported procedure: To a solution of 3-(4-trifluoromethoxyphenyl)-[1,2,4]thiadiazole-5-carboxylic acid ethyl ester (0.11 g, 0.35 mmol) in MeOH (10 ml) was added sodium borohydride (0.022 g, 0.59 mmol) portion wise. The resulting reaction mixture was stirred at room temperature for 2 h. After the completion of the reaction (TLC monitoring), the reaction mass was cooled to 0° C., quenched it with 2 ml of water and concentrated under vacuum. Added water (50 ml) and extracted with ethyl acetate (3×50 ml). The combined ... Conditions: time 96 hour. The yield is 49.9%. As a reaction SMILES: [N:1]1([C:7]([O:9][CH2:10][C:11]2[CH:16]=[CH:15][CH:14]=[CH:13][CH:12]=2)=[O:8])[CH2:6][CH2:5][NH:4][CH2:3][CH2:2]1.C([O-])([O-])=O.[K+].[K+].Br[CH2:24][CH2:25][Cl:26]>C(#N)C>[Cl:26][CH2:25][CH2:24][N:4]1[CH2:5][CH2:6][N:1]([C:7]([O:9][CH2:10][C:11]2[CH:16]=[CH:15][CH:14]=[CH:13][CH:12]=2)=[O:8])[CH2:2][CH2:3]1 |f:1.2.3|. Solvent: C(C)#N (acetonitrile). Procedure: Benzyl piperazine-1-carboxylate (1.00 g, 4.54 mmol) and K2CO3 (1.255 g, 9.08 mmol) were dissolved in acetonitrile (12.87 ml) to form a suspension. 1-bromo-2-chloroethane (2.3 ml, 27.24 mmol) was added to the reaction mixture at r.t and the resulting mixture was stirred at this temperature for 96 hours. The reaction mixture was filtered, and the filtrate concentrated under reduced pressure. Purification by column chromatography (ISCO, silica gel column, eluting with 0→100% EtOAc in hexanes) gave ... Reactants: N1(CCNCC1)C(=O)OCC1=CC=CC=C1 (Benzyl piperazine-1-carboxylate), C(=O)([O-])[O-].[K+].[K+] (K2CO3), BrCCCl (1-bromo-2-chloroethane). Yields the product ClCCN1CCN(CC1)C(=O)OCC1=CC=CC=C1 (Benzyl 4-(2-chloroethyl)piperazine-1-carboxylate).